From a dataset of the Open Reaction Database (ORD), a public repository of structured organic reaction records. describe an organic reaction: reactants, conditions, products, and yield Reactants: C=CCc1cc(CO)c(O)c(OC)c1, CCO, Nc1cc(Cl)ccc1[N+](=O)[O-], Cl, O=N[O-], NS(=O)(=O)O, [Na+], [Na+], [OH-], O. Yields the product C=CCc1cc(N=Nc2cc(Cl)ccc2[N+](=O)[O-])c(O)c(OC)c1. As a reaction SMILES: [CH2:24]([CH:25]=[CH2:26])[c:27]1[cH:28][c:29]([CH2:36][OH:37])[c:30]([OH:35])[c:31]([O:33][CH3:34])[cH:32]1.[CH3:39][CH2:40][OH:41].[Cl:1][c:2]1[cH:3][cH:4][c:5]([N+:9](=[O:10])[O-:11])[c:6]([NH2:7])[cH:8]1.[ClH:12].[N:13]([O-:14])=[O:15].[NH2:17][S:18](=[O:19])(=[O:20])[OH:21].[Na+:16].[Na+:23].[OH-:22].[OH2:38]>>[Cl:1][c:2]1[cH:3][cH:4][c:5]([N+:9](=[O:10])[O-:11])[c:6]([N:7]=[N:17][c:29]2[cH:28][c:27]([CH2:24][CH:25]=[CH2:26])[cH:32][c:31]([O:33][CH3:34])[c:30]2[OH:35])[cH:8]1.